The task is: describe an organic reaction: reactants, conditions, products, and yield. This data is from the Open Reaction Database (ORD), a public repository of structured organic reaction records. Starting materials: Cc1cnc(C2(N)CC2)s1, CCN=C=NCCCN(C)C, ClCCl, Cl, CNC(=O)c1c(-c2ccc(F)cc2)oc2ccc(-c3cc(C(=O)O)c(OC)cc3C)cc12, O, On1nnc2ccccc21. Product: CNC(=O)c1c(-c2ccc(F)cc2)oc2ccc(-c3cc(C(=O)NC4(c5ncc(C)s5)CC4)c(OC)cc3C)cc12. Reaction SMILES: [CH3:33][c:34]1[cH:35][n:36][c:37]([C:39]2([NH2:42])[CH2:40][CH2:41]2)[s:38]1.[CH3:43][CH2:44][N:45]=[C:46]=[N:47][CH2:48][CH2:49][CH2:50][N:51]([CH3:52])[CH3:53].[Cl:65][CH2:66][Cl:67].[ClH:54].[F:1][c:2]1[cH:3][cH:4][c:5](-[c:8]2[o:9][c:10]3[c:11]([c:12]2[C:13]([NH:14][CH3:15])=[O:16])[cH:17][c:18](-[c:21]2[c:22]([CH3:32])[cH:23][c:24]([O:30][CH3:31])[c:25]([C:26](=[O:27])[OH:28])[cH:29]2)[cH:19][cH:20]3)[cH:6][cH:7]1.[OH2:68].[OH:55][n:56]1[c:57]2[c:58]([cH:59][cH:60][cH:61][cH:62]2)[n:63][n:64]1>>[F:1][c:2]1[cH:3][cH:4][c:5](-[c:8]2[o:9][c:10]3[c:11]([c:12]2[C:13]([NH:14][CH3:15])=[O:16])[cH:17][c:18](-[c:21]2[c:22]([CH3:32])[cH:23][c:24]([O:30][CH3:31])[c:25]([C:26](=[O:27])[NH:42][C:39]4([c:37]5[n:36][cH:35][c:34]([CH3:33])[s:38]5)[CH2:40][CH2:41]4)[cH:29]2)[cH:19][cH:20]3)[cH:6][cH:7]1. Reactants: P(=O)(OC1=CC=CC=C1)(OC1=CC=CC=C1)Cl (diphenyl chlorophosphate), O=C1[C@@H](N2C([C@H]([C@H]2C1)C(C)(OC(=O)OCC1=CC=C(C=C1)[N+](=O)[O-])C)=O)C(=O)OCC1=CC=C(C=C1)[N+](=O)[O-] (4-nitrobenzyl (2R,5R,6R)-3,7-dioxo-6-[1-methyl-1-(4-nitrobenzyloxycarbonyloxy)ethyl]-1-azabicyclo[3.2.0]heptane-2-carboxylate), C(C)(C)N(CC)C(C)C (diisopropylethylamine), C(C)(C)N(CC)C(C)C (diisopropylethylamine), [N+](=O)([O-])C1=CC=C(COC(=O)NCCS)C=C1 (N-(4-nitrobenzyloxycarbonyl)cysteamine). Yields the product CC(C)(OC(=O)OCC1=CC=C(C=C1)[N+](=O)[O-])[C@H]1[C@H]2CC(=C(N2C1=O)C(=O)OCC1=CC=C(C=C1)[N+](=O)[O-])SCCNC(=O)OCC1=CC=C(C=C1)[N+](=O)[O-] (4-nitrobenzyl (5R,6R)-6-[1-methyl-1-(4-nitrobenzyloxycarbonyloxy)ethyl]-3-[2-(4-nitrobenzyloxycarbonylamino)ethylthio]-7-oxo-1-azabicyclo[3.2.0]hept-2-ene-2-carboxylate). As a reaction SMILES: O=[C:2]1[CH2:8][C@H:7]2[N:4]([C:5](=[O:26])[C@H:6]2[C:9]([CH3:25])([O:11][C:12]([O:14][CH2:15][C:16]2[CH:21]=[CH:20][C:19]([N+:22]([O-:24])=[O:23])=[CH:18][CH:17]=2)=[O:13])[CH3:10])[C@H:3]1[C:27]([O:29][CH2:30][C:31]1[CH:36]=[CH:35][C:34]([N+:37]([O-:39])=[O:38])=[CH:33][CH:32]=1)=[O:28].C(N(C(C)C)CC)(C)C.P(Cl)(OC1C=CC=CC=1)(OC1C=CC=CC=1)=O.[N+:66]([C:69]1[CH:82]=[CH:81][C:72]([CH2:73][O:74][C:75]([NH:77][CH2:78][CH2:79][SH:80])=[O:76])=[CH:71][CH:70]=1)([O-:68])=[O:67]>CN(C1C=CN=CC=1)C.C(#N)C>[CH3:25][C:9]([C@@H:6]1[C:5](=[O:26])[N:4]2[C@@H:7]1[CH2:8][C:2]([S:80][CH2:79][CH2:78][NH:77][C:75]([O:74][CH2:73][C:72]1[CH:81]=[CH:82][C:69]([N+:66]([O-:68])=[O:67])=[CH:70][CH:71]=1)=[O:76])=[C:3]2[C:27]([O:29][CH2:30][C:31]1[CH:32]=[CH:33][C:34]([N+:37]([O-:39])=[O:38])=[CH:35][CH:36]=1)=[O:28])([O:11][C:12]([O:14][CH2:15][C:16]1[CH:17]=[CH:18][C:19]([N+:22]([O-:24])=[O:23])=[CH:20][CH:21]=1)=[O:13])[CH3:10]. The solvent is C(C)#N (acetonitrile), C(C)#N (acetonitrile), C(C)#N (acetonitrile), C(C)#N (acetonitrile). Reagents/catalysts: CN(C)C1=CC=NC=C1 (4-(N,N-dimethylamino)pyridine). Procedure: To a solution of 4-nitrobenzyl (2R,5R,6R)-3,7-dioxo-6-[1-methyl-1-(4-nitrobenzyloxycarbonyloxy)ethyl]-1-azabicyclo[3.2.0]heptane-2-carboxylate (602 mg) and 4-(N,N-dimethylamino)pyridine (13.6 ml) in acetonitrile (30 ml) was added a solution of diisopropylethylamine (0.232 ml) in acetonitrile (2.08 ml) at 0° C. To the mixture was further added a solution of diphenyl chlorophosphate (0.242 ml) in acetonitrile (2.18 ml). After stirring at 0° C. for an hour, the mixture was cooled to -15° C. To the ... Run at temperature 0 celsius, time 8 hour. Yield: 82.6%. Reactants: C(Cl)(Cl)Cl (CHCl3), C(C1=CC=CC=C1)OC(=O)N1[C@H](CC1)C(=O)O ((R)-1-benzyloxycarbonyl azetidine-2-carboxylic acid), Cl (HCl), B.C1CCOC1 (BH3.THF). Solvent: C1CCOC1 (THF). Run at time 2.5 hour. Product: C(C1=CC=CC=C1)OC(=O)N1[C@H](CC1)CO ((R)-1-benzyloxycarbonyl-2-azetidinemethanol). Isolated yield 76.7%. As a reaction SMILES: C(Cl)(Cl)Cl.[CH2:5]([O:12][C:13]([N:15]1[CH2:18][CH2:17][C@@H:16]1[C:19](O)=[O:20])=[O:14])[C:6]1[CH:11]=[CH:10][CH:9]=[CH:8][CH:7]=1.B.C1COCC1.Cl>C1COCC1>[CH2:5]([O:12][C:13]([N:15]1[CH2:18][CH2:17][C@@H:16]1[CH2:19][OH:20])=[O:14])[C:6]1[CH:11]=[CH:10][CH:9]=[CH:8][CH:7]=1 |f:2.3|. Reported procedure: The title compound was prepared from D-methionine following the procedure of Sugano and Miyoshi, Bull. Chem. Soc. Japan 1973, 46, 669. D-methionine (29.84 g, 200 mmol) was dissolved in H2 0 (100 mL) and 1 N NaOH (200 mL, 200 mmol) was added to give a homogeneous solution. With cooling as necessary to maintain a temperature of ~20° C., p-toluenesulfonyl chloride was added (53.4 g, 280 mmol). Additional 1 N NaOH was added in small portions over 2 hours as needed to maintain the pH ~9 (total ca. 28... Reactants: C(CC)(=O)OCC#CCC(=C)CC(C)(C)C (5-(2,2-dimethylpropyl)-5-hexen-2-ynyl propionate). The reagents and catalysts are [Pd] (palladium on charcoal). Run in C(C)O (ethanol). Product: C(CC)(=O)OCCCCC(CC(C)(C)C)C (5,7,7-trimethyloctyl propionate). Yield: 74.5%. RXN SMILES: [C:1]([O:5][CH2:6][C:7]#[C:8][CH2:9][C:10]([CH2:12][C:13]([CH3:16])([CH3:15])[CH3:14])=[CH2:11])(=[O:4])[CH2:2][CH3:3]>C(O)C.[Pd]>[C:1]([O:5][CH2:6][CH2:7][CH2:8][CH2:9][CH:10]([CH3:11])[CH2:12][C:13]([CH3:14])([CH3:16])[CH3:15])(=[O:4])[CH2:2][CH3:3]. Procedure: 1.11 g (5 mM) of 5-(2,2-dimethylpropyl)-5-hexen-2-ynyl propionate in 50 ml ethanol were hydrogenated in the presence of 0.4 g of 10% palladium on charcoal. After adsorption of the theoretical amount of hydrogen, the mixture was filtered over diatomaceous earth, concentrated and bulb distilled (13.3 Pa) to give 0.85 g of 5,7,7-trimethyloctyl propionate (yield 80%). Starting materials: CCO, O=c1c(-n2ccnc2)c[nH]n1-c1cc(Cl)ncn1, Cl, Cl, O=C(O)C1CNC1, [Na+], [OH-], O. Reaction SMILES: [CH3:31][CH2:32][OH:33].[Cl:10][c:11]1[cH:12][c:13](-[n:17]2[nH:18][cH:19][c:20](-[n:23]3[cH:24][n:25][cH:26][cH:27]3)[c:21]2=[O:22])[n:14][cH:15][n:16]1.[ClH:1].[ClH:9].[NH:2]1[CH2:3][CH:4]([C:6](=[O:7])[OH:8])[CH2:5]1.[Na+:29].[OH-:28].[OH2:30]>>[N:2]1([c:11]2[cH:12][c:13](-[n:17]3[nH:18][cH:19][c:20](-[n:23]4[cH:24][n:25][cH:26][cH:27]4)[c:21]3=[O:22])[n:14][cH:15][n:16]2)[CH2:3][CH:4]([C:6](=[O:7])[OH:8])[CH2:5]1. Yields the product O=C(O)C1CN(c2cc(-n3[nH]cc(-n4ccnc4)c3=O)ncn2)C1. The solvent is CN(C=O)C (N,N-dimethylformamide), C(C)(=O)OCC (ethyl acetate). The product is CC(CCN1CCN(CC1)C(=O)C1NC(SC1)C=1C=NC=CC1)(C)C1=CC=CC=C1 (1-(3-methyl-3-phenylbutyl)-4-[2-(3-pyridyl)thiazolidin-4-ylcarbonyl]piperazine). Procedure details: A solution of 2-(3-pyridyl)thiazolidin-4-carboxylic acid (0.81 g), 1-(3-methyl-3-phenylbutyl)-piperazine (0.73 g), 1-hydroxybenzotriazole (0.50 g) and dicyclohexylcarbodiimide (0.76 g) in N,N-dimethylformamide (7 ml) was stirred under room temperature for 12 hours. To the reaction solution was added ethyl acetate (10 ml) and the insoluble matter was filtered off. To the filtrate was added 0.5N sodium hydroxide and the solution was extracted with ethyl acetate. The ethyl acetate layer was extract... As a reaction SMILES: [N:1]1[CH:6]=[CH:5][CH:4]=[C:3]([CH:7]2[NH:11][CH:10]([C:12]([OH:14])=O)[CH2:9][S:8]2)[CH:2]=1.[CH3:15][C:16]([C:26]1[CH:31]=[CH:30][CH:29]=[CH:28][CH:27]=1)([CH3:25])[CH2:17][CH2:18][N:19]1[CH2:24][CH2:23][NH:22][CH2:21][CH2:20]1.ON1C2C=CC=CC=2N=N1.C1(N=C=NC2CCCCC2)CCCCC1>CN(C)C=O.C(OCC)(=O)C>[CH3:25][C:16]([C:26]1[CH:27]=[CH:28][CH:29]=[CH:30][CH:31]=1)([CH3:15])[CH2:17][CH2:18][N:19]1[CH2:20][CH2:21][N:22]([C:12]([CH:10]2[CH2:9][S:8][CH:7]([C:3]3[CH:2]=[N:1][CH:6]=[CH:5][CH:4]=3)[NH:11]2)=[O:14])[CH2:23][CH2:24]1. Yield: 99.0%. The reactants are N1=CC(=CC=C1)C1SCC(N1)C(=O)O (2-(3-pyridyl)thiazolidin-4-carboxylic acid), CC(CCN1CCNCC1)(C)C1=CC=CC=C1 (1-(3-methyl-3-phenylbutyl)-piperazine), ON1N=NC2=C1C=CC=C2 (1-hydroxybenzotriazole), C1(CCCCC1)N=C=NC1CCCCC1 (dicyclohexylcarbodiimide). Reactants: CC(CCC(=O)OCC)C (ethyl 4-methylpentanoate), O1CCCC1 (tetrahydrofuran), [H-].[Al+3].[Li+].[H-].[H-].[H-].O1CCCC1 (lithium aluminum hydride tetrahydrofuran), O (water), [OH-].[Na+] (sodium hydroxide), O (water). Solvent: C(C)OCC (diethyl ether). Reaction conditions: time 1.5 hour. Yields the product CC(C(CCO)C1=CC=CC=C1)C (4-methyl-3-phenylpentanol). The yield is 42.0%. RXN SMILES: [CH3:1][CH:2]([CH3:10])[CH2:3][CH2:4][C:5]([O:7]CC)=O.[H-].[Al+3].[Li+].[H-].[H-].[H-].O1[CH2:21][CH2:20][CH2:19][CH2:18]1.O.[OH-].[Na+].O1CC[CH2:27][CH2:26]1>C(OCC)C>[CH3:10][CH:2]([CH3:1])[CH:3]([C:18]1[CH:27]=[CH:26][CH:21]=[CH:20][CH:19]=1)[CH2:4][CH2:5][OH:7] |f:1.2.3.4.5.6.7,9.10|. Procedure details: Under a nitrogen atmosphere, ethyl 4-methylpentanoate (350 mg) was dissolved in tetrahydrofuran (10 mL) at −78° C., a lithium aluminum hydride/tetrahydrofuran solution (1.0 M, 1.58 mL) was added, and the mixture was stirred. While the temperature of the mixture was naturally returned to room temperature, the mixture was stirred, and after 1.5 hours, water (0.05 mL), a 2N aqueous sodium hydroxide (0.05 mL) and water (0.15 mL) were successively added thereto, and the mixture was stirred. Further, ... Starting materials: [Br-], [Br-], [Br-], CCC(=O)c1cc2c(F)cccc2s1, C1CCOC1, C[N+](C)(C)c1ccccc1, C[N+](C)(C)c1ccccc1, C[N+](C)(C)c1ccccc1. Yields the product CC(Br)C(=O)c1cc2c(F)cccc2s1. RXN SMILES: [Br-:1].[Br-:2].[Br-:3].[F:34][c:35]1[cH:36][cH:37][cH:38][c:39]2[s:40][c:41]([C:44]([CH2:45][CH3:46])=[O:47])[cH:42][c:43]12.[O:48]1[CH2:49][CH2:50][CH2:51][CH2:52]1.[c:14]1([N+:15]([CH3:16])([CH3:17])[CH3:18])[cH:19][cH:20][cH:21][cH:22][cH:23]1.[c:24]1([N+:25]([CH3:26])([CH3:27])[CH3:28])[cH:29][cH:30][cH:31][cH:32][cH:33]1.[c:4]1([N+:5]([CH3:6])([CH3:7])[CH3:8])[cH:9][cH:10][cH:11][cH:12][cH:13]1>>[Br:1][CH:45]([C:44]([c:41]1[s:40][c:39]2[cH:38][cH:37][cH:36][c:35]([F:34])[c:43]2[cH:42]1)=[O:47])[CH3:46].